This data is from the Open Reaction Database (ORD), a public repository of structured organic reaction records. The task is: describe an organic reaction: reactants, conditions, products, and yield Reactants: ClC1=NC=CC(=N1)C(F)(F)F (2-chloro-4-trifluoromethylpyrimidin), Cl (hydrochloric acid), C(C)(C)(C)OC(=O)N1C(NC2=C1C=CC=C2)CC#N (2-[1-(tert-butoxycarbonyl)benzimidazol-2(3H)-yl]acetonitrile), [H-].[Na+] (sodium hydride), oil. Run in O (water), C1CCOC1 (THF), O1CCCC1 (tetrahydrofuran). Reaction conditions: temperature 0 celsius, time 15 minute. Product: C(C)(C)(C)OC(=O)N1C(NC2=C1C=CC=C2)=C(C#N)C2=NC=CC(=N2)C(F)(F)F (2-[1-(tert-butoxycarbonyl)benzimidazol-2(3H)-ylidene]-2-(4-trifluoromethylpyrimidin-2-yl)acetonitrile). Isolated yield 88.1%. As a reaction SMILES: [C:1]([O:5][C:6]([N:8]1[C:12]2[CH:13]=[CH:14][CH:15]=[CH:16][C:11]=2[NH:10][CH:9]1[CH2:17][C:18]#[N:19])=[O:7])([CH3:4])([CH3:3])[CH3:2].[H-].[Na+].Cl[C:23]1[N:28]=[C:27]([C:29]([F:32])([F:31])[F:30])[CH:26]=[CH:25][N:24]=1.Cl>C1COCC1.O>[C:1]([O:5][C:6]([N:8]1[C:12]2[CH:13]=[CH:14][CH:15]=[CH:16][C:11]=2[NH:10][C:9]1=[C:17]([C:23]1[N:28]=[C:27]([C:29]([F:32])([F:31])[F:30])[CH:26]=[CH:25][N:24]=1)[C:18]#[N:19])=[O:7])([CH3:4])([CH3:3])[CH3:2] |f:1.2|. Procedure details: A solution of 2-[1-(tert-butoxycarbonyl)benzimidazol-2(3H)-yl]acetonitrile (6 g, 23 mmol) in THF (50 mL) was added to a suspension of 60% sodium hydride in mineral oil (1.38 g, 35 mmol) in tetrahydrofuran (85 mL) at 0° C. over 10 min. The suspension was stirred at 0° C. for 15 min, and 2-chloro-4-trifluoromethylpyrimidin (2.79 mL, 23 mmol) was added. The mixture was allowed to warm to room temperature and stirred overnight, and water (300 mL) and then 1N hydrochloric acid (40 mL) were added. The... The reactants are ClC1=C2C(=NN=C1I)N(N=C2C2=CC=CC=C2)C (4-chloro-5-iodo-1-methyl-3-phenyl-pyrazolo[3,4-c]pyridazine), C1(=CCCC1)B1OC(C(O1)(C)C)(C)C (2-(cyclopenten-1-yl)-4,4,5,5-tetramethyl-1,3,2-dioxaborolane), [O-]P(=O)([O-])[O-].[K+].[K+].[K+] (K3PO4). Run in CN(C)C=O (DMF), O (water), C(Cl)Cl (CH2Cl2), O (water). Run at temperature 30 celsius. Yields the product ClC1=C2C(=NN=C1C1=CCCC1)N(N=C2C2=CC=CC=C2)C (4-chloro-5-(cyclopenten-1-yl)-1-methyl-3-phenyl-pyrazolo[3,4-c]pyridazine). Yield: 20.1%. As a reaction SMILES: [Cl:1][C:2]1[C:7](I)=[N:6][N:5]=[C:4]2[N:9]([CH3:18])[N:10]=[C:11]([C:12]3[CH:17]=[CH:16][CH:15]=[CH:14][CH:13]=3)[C:3]=12.[C:19]1(B2OC(C)(C)C(C)(C)O2)[CH2:23][CH2:22][CH2:21][CH:20]=1.[O-]P([O-])([O-])=O.[K+].[K+].[K+]>CN(C=O)C.O.C(Cl)Cl>[Cl:1][C:2]1[C:7]([C:19]2[CH2:23][CH2:22][CH2:21][CH:20]=2)=[N:6][N:5]=[C:4]2[N:9]([CH3:18])[N:10]=[C:11]([C:12]3[CH:17]=[CH:16][CH:15]=[CH:14][CH:13]=3)[C:3]=12 |f:2.3.4.5|. Procedure details: Nitrogen was bubbled through a suspension of 4-chloro-5-iodo-1-methyl-3-phenyl-pyrazolo[3,4-c]pyridazine (60 mg, 0.16 mmol), 2-(cyclopenten-1-yl)-4,4,5,5-tetramethyl-1,3,2-dioxaborolane (35 mg, 0.18 mmol) and K3PO4 (103 mg, 0.48 mmol) in DMF (1 mL) and water (0.3 mL) for 15 min. 1,1′-Bis(diphenylphosphino)ferrocene-palladium(II)dichloride dichloromethane complex (13 mg, 0.016 mmol) was added and the tube sealed and heated to 30° C. for 16 h. The reaction mixture was diluted with CH2Cl2 and water... Reactants: C1(=CC=CC=C1)[C@@H]1NC(N[C@@H]1C1=CC=CC=C1)=S (cis-4,5-diphenyl-imidazolidine-2-thione), C(C)I (ethyl iodide). Run in CO (methanol), CO (methanol). Product: C(C)SC=1N[C@@H]([C@@H](N1)C1=CC=CC=C1)C1=CC=CC=C1 (cis-2-ethylthio-4,5-diphenyl-imidazoline). As a reaction SMILES: [C:1]1([C@H:7]2[C@@H:11]([C:12]3[CH:17]=[CH:16][CH:15]=[CH:14][CH:13]=3)[NH:10][C:9](=[S:18])[NH:8]2)[CH:6]=[CH:5][CH:4]=[CH:3][CH:2]=1.[CH2:19](I)[CH3:20]>CO>[CH2:19]([S:18][C:9]1[NH:8][C@H:7]([C:1]2[CH:2]=[CH:3][CH:4]=[CH:5][CH:6]=2)[C@H:11]([C:12]2[CH:13]=[CH:14][CH:15]=[CH:16][CH:17]=2)[N:10]=1)[CH3:20]. Procedure details: 10.3 g of cis-4,5-diphenyl-imidazolidine-2-thione are suspended in a mixture of 25 ml of methanol and 3.8 ml of ethyl iodide and the suspension is refluxed for 1 hour, with stirring. A further 75 ml of methanol are then added and the mixture is refluxed for 16 hours. The clear reaction solution is evaporated to dryness and the residue is taken up in a mixture of 150 ml of water and 250 ml of ethyl acetate. In order to liberate the base, the mixture is rendered alkaline iwth concentrated aqueous ... Reactants: NCC1CCC(CC1)(C1=CC=CC=C1)N(C)C ((4-aminomethyl-1-phenylcyclohexyl)dimethylamine), [Cl-].COC1=NC(=NC(=N1)OC)[N+]1(CCOCC1)C (4-(4,6-dimethoxy-1,3,5-triazin-2-yl)-4-methylmorpholinium chloride), FC=1C=C2C(=CNC2=CC1)CCCC(=O)O (4-(5-fluoro-1H-indol-3-yl)butanoic acid). Run in CO (methanol). Reaction conditions: time 24 hour. Yields the product CN(C1(CCC(CC1)CNC(CCCC1=CNC2=CC=C(C=C12)F)=O)C1=CC=CC=C1)C (4-(5-fluoro-1H-indol-3-yl)butanoic acid (4-dimethylamino-4-phenylcyclohexylmethyl)amide). As a reaction SMILES: [NH2:1][CH2:2][CH:3]1[CH2:8][CH2:7][C:6]([N:15]([CH3:17])[CH3:16])([C:9]2[CH:14]=[CH:13][CH:12]=[CH:11][CH:10]=2)[CH2:5][CH2:4]1.[Cl-].COC1N=C(OC)N=C([N+]2(C)CCOCC2)N=1.[F:36][C:37]1[CH:38]=[C:39]2[C:43](=[CH:44][CH:45]=1)[NH:42][CH:41]=[C:40]2[CH2:46][CH2:47][CH2:48][C:49](O)=[O:50]>CO>[CH3:16][N:15]([CH3:17])[C:6]1([C:9]2[CH:10]=[CH:11][CH:12]=[CH:13][CH:14]=2)[CH2:5][CH2:4][CH:3]([CH2:2][NH:1][C:49](=[O:50])[CH2:48][CH2:47][CH2:46][C:40]2[C:39]3[C:43](=[CH:44][CH:45]=[C:37]([F:36])[CH:38]=3)[NH:42][CH:41]=2)[CH2:8][CH2:7]1 |f:1.2|. Procedure details: A mixture of the diastereoisomers of (4-aminomethyl-1-phenylcyclohexyl)dimethylamine (465 mg, 2 mmol.) and 4-(4,6-dimethoxy-1,3,5-triazin-2-yl)-4-methylmorpholinium chloride (830 mg, 3 mmol.) was added to a solution of 4-(5-fluoro-1H-indol-3-yl)butanoic acid (443 mg, 2 mmol.) in abs. methanol (10 ml), and stirring was carried out for 24 h at RT. For working up, the mixture was concentrated, water (5 ml) was added to the solid residue, and the pH was adjusted to 11 with 2M NaOH. Extraction was ca... The reactants are N1CCC(CC1)=O (4-piperidone), ClC=1C=C(CCl)C=CC1 (3-chlorobenzyl chloride). The product is ClC=1C=C(CN2CCC(CC2)=O)C=CC1 (1-(3-Chlorobenzyl)-4-piperidone). RXN SMILES: [NH:1]1[CH2:6][CH2:5][C:4](=[O:7])[CH2:3][CH2:2]1.[Cl:8][C:9]1[CH:10]=[C:11]([CH:14]=[CH:15][CH:16]=1)[CH2:12]Cl>>[Cl:8][C:9]1[CH:10]=[C:11]([CH:14]=[CH:15][CH:16]=1)[CH2:12][N:1]1[CH2:6][CH2:5][C:4](=[O:7])[CH2:3][CH2:2]1. Procedure: 1-(3-Chlorobenzyl)-4-piperidone is prepared from 4-piperidone and 3-chlorobenzyl chloride essentially as described above in Example 38, Scheme C, step a. The reactants are O (water), C(C)(C)(C)Br (tert.butyl bromide), C(C(O)C)(=O)O ((+)-lactic acid), C([O-])(O)=O.[Na+] (sodium bicarbonate), CS(=O)C (dimethyl sulphoxide). Reaction conditions: time 48 hour. The product is CSCOC(C(O)C)=O ((-)-lactic acid [(methylthio)methyl] ester). Reaction SMILES: C(Br)(C)(C)C.[C:6]([OH:11])(=[O:10])[CH:7]([CH3:9])[OH:8].C(=O)(O)[O-].[Na+].O.[CH3:18][S:19]([CH3:21])=O>>[CH3:18][S:19][CH2:21][O:10][C:6](=[O:11])[CH:7]([CH3:9])[OH:8] |f:2.3|. Reported procedure: 153 ml (1.1 mol) of tert.butyl bromide are slowly added dropwise to a suspension of 10 g (0.11 mol) of L (+)-lactic acid and 94.2 g (1.1 mol) of sodium bicarbonate in 200 ml of dimethyl sulphoxide. The mixture is stirred for 48 hours, then poured into 1 liter of water and extracted twice with 100 ml of ethyl acetate each time. The organic phase is back-washed three times with 200 ml of water each time and subsequently evaporated. The crude product is chromatographed on a 20-fold amount of silica... Reactants: CS(=O)(=O)OC1=C(C(C(=O)O)C)C=CC=C1 (2-methane-sulphonyloxyhydratropic acid), CO (methanol), [H][H] (hydrogen). The reagents and catalysts are [Pd] (palladium-on-charcoal). The solvent is C(C)N(CC)CC (triethylamine). The product is C(C(C)C1=CC=CC=C1)(=O)O (hydratropic acid). Isolated yield 90.0%. Reaction SMILES: CS(O[C:6]1[CH:16]=[CH:15][CH:14]=[CH:13][C:7]=1[CH:8]([CH3:12])[C:9]([OH:11])=[O:10])(=O)=O.CO.[H][H]>[Pd].C(N(CC)CC)C>[C:9]([OH:11])(=[O:10])[CH:8]([C:7]1[CH:6]=[CH:16][CH:15]=[CH:14][CH:13]=1)[CH3:12]. Procedure details: To a solution of 24.5 g. of 2-methane-sulphonyloxyhydratropic acid in 200 ml. of methanol 28 ml. of triethylamine and 2 g. of a 5% palladium-on-charcoal catalyst are added. The mixture is hydrogenated at 25° C., under atmospheric pressure until a calculated amount of hydrogen is used up. The catalyst is filtered off and the filtrate is evaporated. The residue is taken up in water and acidified with a 20% aqueous hydrochloric acid solution. The separated hydratropic acid is extracted with chlorof... Reactants: [OH-].[Na+] (sodium hydroxide), Cl.NCC(=O)C1=CC=C(C=C1)OC (2-Amino-4′-methoxyacetophenone hydrochloride), [BH4-].[Na+] (sodium borohydride), [BH4-].[Na+] (sodium borohydride), C(Cl)(Cl)Cl (chloroform). The solvent is CO (methanol). Run at time 2 hour. The product is OC(CN)C1=CC=C(C=C1)OC (2-hydroxy-2-(4-methoxyphenyl)ethylamine). Isolated yield 57.9%. Reaction SMILES: Cl.[NH2:2][CH2:3][C:4]([C:6]1[CH:11]=[CH:10][C:9]([O:12][CH3:13])=[CH:8][CH:7]=1)=[O:5].[BH4-].[Na+].[OH-].[Na+].C(Cl)(Cl)Cl>CO>[OH:5][CH:4]([C:6]1[CH:11]=[CH:10][C:9]([O:12][CH3:13])=[CH:8][CH:7]=1)[CH2:3][NH2:2] |f:0.1,2.3,4.5|. Procedure: 2-Amino-4′-methoxyacetophenone hydrochloride (500 mg) was dissolved in methanol (10 ml), the solution was added with sodium borohydride (188 mg), and the mixture was stirred at room temperature for 2 hours. The reaction mixture was added with sodium borohydride (188 mg), and further stirred for 30 minutes. The reaction mixture was added with 5 N aqueous sodium hydroxide (1 ml), the mixture was stirred for 10 minutes, and then added with chloroform, and the layers were separated. The organic laye... Reactants: O=C([O-])[O-], CCOC(=O)CBr, CC(C)=O, [K+], [K+], O=C(CO)c1ccccc1. Yields the product CCOC(=O)COCC(=O)c1ccccc1. Reaction SMILES: [C:11](=[O:12])([O-:13])[O-:14].[CH2:17]([CH3:18])[O:19][C:20]([CH2:21][Br:22])=[O:23].[CH3:24][C:25](=[O:26])[CH3:27].[K+:15].[K+:16].[OH:1][CH2:2][C:3](=[O:4])[c:5]1[cH:6][cH:7][cH:8][cH:9][cH:10]1>>[O:1]([CH2:2][C:3](=[O:4])[c:5]1[cH:6][cH:7][cH:8][cH:9][cH:10]1)[CH2:21][C:20]([O:19][CH2:17][CH3:18])=[O:23]. Reactants: ClCC(=O)O (2-chloroacetic acid), C(C1=CC=CC=C1)N1CCC(CC1)O (1-Benzyl-4-hydroxypiperidine), [H-].[Na+] (sodium hydride), Cl (hydrochloric acid). The solvent is CN(C)C=O (DMF), C(C)(C)O (Isopropanol), CN(C)C=O (DMF), CN(C)C=O (DMF). Reaction conditions: time 4 hour. Product: Cl.C(C1=CC=CC=C1)N1CCC(CC1)OCC(=O)O (2-(1-benzylpiperidin-4-oxy)acetic acid, hydrochloride). The yield is 20.1%. As a reaction SMILES: [CH2:1]([N:8]1[CH2:13][CH2:12][CH:11]([OH:14])[CH2:10][CH2:9]1)[C:2]1[CH:7]=[CH:6][CH:5]=[CH:4][CH:3]=1.[H-].[Na+].[Cl:17][CH2:18][C:19]([OH:21])=[O:20].Cl>CN(C=O)C.C(O)(C)C>[ClH:17].[CH2:1]([N:8]1[CH2:13][CH2:12][CH:11]([O:14][CH2:18][C:19]([OH:21])=[O:20])[CH2:10][CH2:9]1)[C:2]1[CH:3]=[CH:4][CH:5]=[CH:6][CH:7]=1 |f:1.2,7.8|. Reported procedure: 1-Benzyl-4-hydroxypiperidine (10 g) in dry DMF (50 ml) was added dropwise to a stirred suspension of sodium hydride (5 g, 50% dispersion in mineral oil) in dry DMF (50 ml) at 20° under an atmosphere of nitrogen. The suspension was stirred at 20° for 4 hours, then 2-chloroacetic acid (4.95 g) in DMF (50 ml) was added slowly in two equal portions with a 2 hour interval between each. The resulting thick slurry was stirred at 20° for 24 hours. Isopropanol (75 ml) was added and the slurry was acidifi...